Dataset: the Open Reaction Database (ORD), a public repository of structured organic reaction records. Task: describe an organic reaction: reactants, conditions, products, and yield Reactants: CN(C(CN1C=C(C2=CC(=CC=C12)OCC1=CC=CC=C1)C=CC(=O)OCC)=O)CCC1=CC=CC=C1 (N-methyl-N-phenethyl-2-[5-benzyloxy-3-(2-carboethoxyvinyl)-indol-1-yl]acetamide), CN(C(CC=1C=C2C(=CN(C2=CC1)OCC1=CC=CC=C1)C=C(C)C(=O)OCC)=O)CCC1=CC=CC=C1 (N-methyl-N-phenethyl-2-[1-benzyloxy-3-(2-carbethoxy-2-methylvinyl)indol-5-yl]acetamide), CN(C(CN1C=C(C2=CC(=CC=C12)OCC1=CC=CC=C1)C=C(C=C)C(=O)O)=O)CCC1=CC=CC=C1 (N-methyl-N-phenethyl-2-[5-benzyloxy-3-(2-carboxy-1,3-butadienyl)indol-1-yl]acetamide). Run in CC(=O)C.CCOCC (acetone ether). The product is CN(C(CN1C=C(C2=CC(=CC=C12)OCC1=CC=CC=C1)C=CC=CC(=O)O)=O)CCC1=CC=CC=C1 (N-methyl-N-phenethyl-2-[5-benzyloxy-3-(4-carboxy-1,3-butadienyl)indol-1-yl]acetamide). As a reaction SMILES: [CH3:1][N:2]([CH2:30][CH2:31][C:32]1[CH:37]=[CH:36][CH:35]=[CH:34][CH:33]=1)[C:3](=[O:29])[CH2:4][N:5]1[C:13]2[C:8](=[CH:9][C:10]([O:14][CH2:15][C:16]3[CH:21]=[CH:20][CH:19]=[CH:18][CH:17]=3)=[CH:11][CH:12]=2)[C:7]([CH:22]=CC(OCC)=O)=[CH:6]1.CN(CCC1C=CC=CC=1)C(=O)CC1C=C2C(=CC=1)N(OCC1C=CC=CC=1)C=[C:45]2[CH:59]=[C:60]([C:62]([O:64]CC)=[O:63])C.CN(CCC1C=CC=CC=1)C(=O)CN1C2C(=CC(OCC3C=CC=CC=3)=CC=2)C(C=C(C(O)=O)C=C)=C1>CC(C)=O.CCOCC>[CH3:1][N:2]([CH2:30][CH2:31][C:32]1[CH:33]=[CH:34][CH:35]=[CH:36][CH:37]=1)[C:3](=[O:29])[CH2:4][N:5]1[C:13]2[C:8](=[CH:9][C:10]([O:14][CH2:15][C:16]3[CH:21]=[CH:20][CH:19]=[CH:18][CH:17]=3)=[CH:11][CH:12]=2)[C:7]([CH:22]=[CH:45][CH:59]=[CH:60][C:62]([OH:64])=[O:63])=[CH:6]1 |f:3.4|. Procedure: When N-methyl-N-phenethyl-2-[5-benzyloxy-3-(2-carboethoxyvinyl)-indol-1-yl]acetamide in the procedure of Example 23 is replaced with N-methyl-N-phenethyl-2-[1-benzyloxy-3-(2-carbethoxy-2-methylvinyl)indol-5-yl]acetamide then the product prepared is N-methyl-N-phenethyl-2-[5-benzyloxy-3-(2-carboxy-1,3-butadienyl)indol-1-yl]acetamide. (solvent system (acetone/ether) m.p. 189°-190° C.) The reactants are Cl (hydrochloric acid), C(C(=O)OCC)(=O)OCC (Diethyl oxalate), [O-]CC.[K+] (potassium ethoxide), C(C1=CC=CC=C1)OC=1C(=C(C(=CC1)Cl)C)[N+](=O)[O-] (3-benzyloxy-6-chloro-2-nitrotoluene). Solvent: C(C)OCC (diethyl ether). Reaction conditions: time 4 hour. Product: C(C1=CC=CC=C1)OC=1C(=C(C(=CC1)Cl)CC(C(=O)OCC)=O)[N+](=O)[O-] (ethyl (3-benzyloxy-6-chloro-2-nitrophenyl)pyruvate). Isolated yield 53.5%. RXN SMILES: [C:1]([O:8][CH2:9][CH3:10])(=[O:7])[C:2]([O:4]CC)=O.[O-]CC.[K+].[CH2:15]([O:22][C:23]1[C:24]([N+:31]([O-:33])=[O:32])=[C:25]([CH3:30])[C:26]([Cl:29])=[CH:27][CH:28]=1)[C:16]1[CH:21]=[CH:20][CH:19]=[CH:18][CH:17]=1.Cl>C(OCC)C>[CH2:15]([O:22][C:23]1[C:24]([N+:31]([O-:33])=[O:32])=[C:25]([CH2:30][C:2](=[O:4])[C:1]([O:8][CH2:9][CH3:10])=[O:7])[C:26]([Cl:29])=[CH:27][CH:28]=1)[C:16]1[CH:21]=[CH:20][CH:19]=[CH:18][CH:17]=1 |f:1.2|. Reported procedure: Diethyl oxalate, 1.20 g (7.92 mmol), was added dropwise to a suspension of 0.67 g (7.92 mmol) of potassium ethoxide in diethyl ether (50 ml) at room temperature. Subsequently 2.00 g (7.20 mmol) of 3-benzyloxy-6-chloro-2-nitrotoluene was added to the mixture followed by stirring for 4 hours at room temperature. The reaction solution was poured onto 1N hydrochloric acid and the mixture was extracted twice with diethyl ether. The combined extracts were washed with saturated sodium chloride solution... Procedure: 1,4-Dioxane solution of 1-[2-(2-hydroxyethyl)piperidino]octadecan- 1-one and p-toluenesulfonyl chloride is added to sodium hydroxide solution and the mixture is reacted at room temperature to obtain 1-octadecanoyl-2-[2-(tosyloxy)ethyl]piperidine. Starting materials: OCCC1N(CCCC1)C(CCCCCCCCCCCCCCCCC)=O (1-[2-(2-hydroxyethyl)piperidino]octadecan- 1-one), C1(=CC=C(C=C1)S(=O)(=O)Cl)C (p-toluenesulfonyl chloride), [OH-].[Na+] (sodium hydroxide). Reaction SMILES: [OH:1][CH2:2][CH2:3][CH:4]1[CH2:9][CH2:8][CH2:7][CH2:6][N:5]1[C:10](=[O:28])[CH2:11][CH2:12][CH2:13][CH2:14][CH2:15][CH2:16][CH2:17][CH2:18][CH2:19][CH2:20][CH2:21][CH2:22][CH2:23][CH2:24][CH2:25][CH2:26][CH3:27].[C:29]1([CH3:39])[CH:34]=[CH:33][C:32]([S:35](Cl)(=[O:37])=[O:36])=[CH:31][CH:30]=1.[OH-].[Na+]>O1CCOCC1>[C:10]([N:5]1[CH2:6][CH2:7][CH2:8][CH2:9][CH:4]1[CH2:3][CH2:2][O:1][S:35]([C:32]1[CH:33]=[CH:34][C:29]([CH3:39])=[CH:30][CH:31]=1)(=[O:37])=[O:36])(=[O:28])[CH2:11][CH2:12][CH2:13][CH2:14][CH2:15][CH2:16][CH2:17][CH2:18][CH2:19][CH2:20][CH2:21][CH2:22][CH2:23][CH2:24][CH2:25][CH2:26][CH3:27] |f:2.3|. Yields the product C(CCCCCCCCCCCCCCCCC)(=O)N1C(CCCC1)CCOS(=O)(=O)C1=CC=C(C)C=C1 (1-octadecanoyl-2-[2-(tosyloxy)ethyl]piperidine). Solvent: O1CCOCC1 (1,4-Dioxane). Procedure details: To a round-bottomed flask was added N-(6-(3-(4-methylphenylsulfonamido)phenyl)imidazo[1,2-b]pyridazin-2-yl)acetamide (from Example 1, Step 5) (0.027 g, 0.064 mmol), potassium carbonate (0.013 g, 0.096 mmol), DMF (1.0 mL) and iodomethane (0.0044 mL, 0.071 mmol). The mixture was stirred at 25° C. for 14 h, then poured into water and extracted with EtOAc (3×30 mL). The combined extracts were washed with water (2×50 mL) and brine (50 mL) then dried (Na2SO4) and concentrated onto silica. Purification... Reaction SMILES: [CH3:1][C:2]1[CH:7]=[CH:6][C:5]([S:8]([NH:11][C:12]2[CH:13]=[C:14]([C:18]3[CH:19]=[CH:20][C:21]4[N:22]([CH:24]=[C:25]([NH:27][C:28](=[O:30])[CH3:29])[N:26]=4)[N:23]=3)[CH:15]=[CH:16][CH:17]=2)(=[O:10])=[O:9])=[CH:4][CH:3]=1.[C:31](=O)([O-])[O-].[K+].[K+].CN(C=O)C.IC>O>[CH3:31][N:11]([C:12]1[CH:13]=[C:14]([C:18]2[CH:19]=[CH:20][C:21]3[N:22]([CH:24]=[C:25]([NH:27][C:28](=[O:30])[CH3:29])[N:26]=3)[N:23]=2)[CH:15]=[CH:16][CH:17]=1)[S:8]([C:5]1[CH:6]=[CH:7][C:2]([CH3:1])=[CH:3][CH:4]=1)(=[O:9])=[O:10] |f:1.2.3|. Conditions: temperature 25 celsius, time 14 hour. Solvent: O (water). The product is CN(S(=O)(=O)C1=CC=C(C=C1)C)C=1C=C(C=CC1)C=1C=CC=2N(N1)C=C(N2)NC(C)=O (N-(6-(3-(N,4-Dimethylphenylsulfonamido)phenyl)imidazo[1,2-b]pyridazin-2-yl)acetamide). Reactants: CC1=CC=C(C=C1)S(=O)(=O)NC=1C=C(C=CC1)C=1C=CC=2N(N1)C=C(N2)NC(C)=O (N-(6-(3-(4-Methylphenylsulfonamido)phenyl)imidazo[1,2-b]pyridazin-2-yl)acetamide), C([O-])([O-])=O.[K+].[K+] (potassium carbonate), CN(C)C=O (DMF), IC (iodomethane). Starting materials: FC(C1=CC2=C(N=C(N2)S)C=C1)(F)F (5-trifluoromethyl-2-mercaptobenzimidazole), CI (methyl iodide). The solvent is C(C)O (ethanol). Yields the product FC(C1=CC2=C(N=C(N2)SC)C=C1)(F)F (5-trifluoromethyl-2-methylthio-benzimidazole). Yield: 81.9%. As a reaction SMILES: [F:1][C:2]([F:14])([F:13])[C:3]1[CH:12]=[CH:11][C:6]2[N:7]=[C:8]([SH:10])[NH:9][C:5]=2[CH:4]=1.[CH3:15]I>C(O)C>[F:14][C:2]([F:13])([F:1])[C:3]1[CH:12]=[CH:11][C:6]2[N:7]=[C:8]([S:10][CH3:15])[NH:9][C:5]=2[CH:4]=1. Procedure: A suspension of 20.0 g (0.092 mole) of 5-trifluoromethyl-2-mercaptobenzimidazole and 13.1 g (0.092 mole) of methyl iodide in 200 ml of ethanol is heated to the boil for three hours. The solvent is stripped off in vacuo and the residue is recrystallized from acetonitrile. 17.5 g (82%) of 5-trifluoromethyl-2-methylthio-benzimidazole of m.p. 145°-146° C. are obtained. Starting materials: COC=1C=C2C(CC(C2=CC1)=O)(C)C (5-methoxy-3,3-dimethyl-indan-1-one), C1(=CC=CC=C1)S (benzenethiol), C([O-])([O-])=O.[K+].[K+] (potassium carbonate). Run in CN1CCCC1=O (NMP). Run at temperature 220 celsius. Product: OC=1C=C2C(CC(C2=CC1)=O)(C)C (5-hydroxy-3,3-dimethyl-indan-1-one). RXN SMILES: C[O:2][C:3]1[CH:4]=[C:5]2[C:9](=[CH:10][CH:11]=1)[C:8](=[O:12])[CH2:7][C:6]2([CH3:14])[CH3:13].C1(S)C=CC=CC=1.C(=O)([O-])[O-].[K+].[K+]>CN1C(=O)CCC1>[OH:2][C:3]1[CH:4]=[C:5]2[C:9](=[CH:10][CH:11]=1)[C:8](=[O:12])[CH2:7][C:6]2([CH3:14])[CH3:13] |f:2.3.4|. Procedure details: In a microwave reaction tube, a mixture of 5-methoxy-3,3-dimethyl-indan-1-one (880 mg, 4.63 mmol), benzenethiol (510 mg, 4.63 mmol), and potassium carbonate (64 mg, 0.46 mmol) in NMP (5 mL) is purged with N2. The reaction mixture is heated at 220° C. for 30 min under microwave irradiation. The reaction mixture made to alkaline with 1N aqueous NaOH (10 mL) and extracted with Et2O (3×20 mL). The aqueous part is acidified in an ice bath with 6N HCl and extracted with Et2O (3×20 mL). The combined or... Reactants: CC(C)(C)OC(=O)N1CCC(O)(c2cccc(C#N)c2)CC1, CO, N, [Rh]. The product is CC(C)(C)OC(=O)N1CCC(O)(c2cccc(CN)c2)CC1. As a reaction SMILES: [C:1]([CH3:2])([CH3:3])([CH3:4])[O:5][C:6](=[O:7])[N:8]1[CH2:9][CH2:10][C:11]([OH:14])([c:15]2[cH:16][c:17]([C:21]#[N:22])[cH:18][cH:19][cH:20]2)[CH2:12][CH2:13]1.[CH3:23][OH:24].[NH3:25].[Rh:26]>>[C:1]([CH3:2])([CH3:3])([CH3:4])[O:5][C:6](=[O:7])[N:8]1[CH2:9][CH2:10][C:11]([OH:14])([c:15]2[cH:16][c:17]([CH2:21][NH2:22])[cH:18][cH:19][cH:20]2)[CH2:12][CH2:13]1.